This data is from the Open Reaction Database (ORD), a public repository of structured organic reaction records. The task is: describe an organic reaction: reactants, conditions, products, and yield Starting materials: C(=O)(OC(C)(C)C)C1(C(NC(N1)=O)=O)C(=O)OC(C)(C)C (bis-Boc hydantoin), [OH-].[Na+] (NaOH), solution, O1CCOCC1 (dioxane), C(=O)(OCC1C2=CC=CC=C2C2=CC=CC=C12)Cl (Fmoc-Cl). The solvent is COCCOC (DME). Reaction conditions: time 8 hour. Yields the product C(=O)(OCC1C2=CC=CC=C2C2=CC=CC=C12)C1C(CCC(C1)C1=CC(=CC=C1)OC)(C(=O)O)N (Fmoc-1-amino-4-(3-methoxyphenyl)cyclohexane-1-carboxylic acid). Isolated yield 87.0%. As a reaction SMILES: [C:1]([C:8]1([C:15]([O:17]C(C)(C)C)=[O:16])[NH:12]C(=O)N[C:9]1=O)(OC(C)(C)C)=O.[OH-].[Na+].O1[CH2:29][CH2:28][O:27][CH2:26]C1.[C:30](Cl)([O:32][CH2:33][CH:34]1[C:46]2[C:41](=[CH:42][CH:43]=[CH:44][CH:45]=2)[C:40]2[C:35]1=[CH:36][CH:37]=[CH:38][CH:39]=2)=[O:31]>COCCOC>[C:30]([CH:9]1[CH2:41][CH:46]([C:34]2[CH:35]=[CH:36][CH:29]=[C:28]([O:27][CH3:26])[CH:33]=2)[CH2:45][CH2:1][C:8]1([NH2:12])[C:15]([OH:17])=[O:16])([O:32][CH2:33][CH:34]1[C:46]2[C:41](=[CH:42][CH:43]=[CH:44][CH:45]=2)[C:40]2[C:35]1=[CH:36][CH:37]=[CH:38][CH:39]=2)=[O:31] |f:1.2|. Procedure details: The bis-Boc hydantoin (2.30 g, 4.84 mmol) was dissolved in DME (80 mL) to give a clear solution. To this solution was added 1N NaOH (44 mL, 44 mmol) and the reaction was stirred overnight at room temperature, giving a slightly cloudy mixture. HPLC showed completion of the reaction. The reaction mixture was concentrated under reduced pressure to remove DME and extracted with Et2O. Without purification, the resulting aqueous layer containing 1-amino-4-(3-methoxyphenyl)cyclohexane carboxylic acid (... The reactants are N#Cc1ccc(Br)cc1CBr, Oc1ccc(Cl)cc1I, [H-], [Na+], CN(C)C=O. Product: N#Cc1ccc(Br)cc1COc1ccc(Cl)cc1I. Reaction SMILES: [Br:1][c:2]1[cH:3][c:4]([CH2:10][Br:11])[c:5]([C:6]#[N:7])[cH:8][cH:9]1.[Cl:12][c:13]1[cH:14][c:15]([I:20])[c:16]([OH:19])[cH:17][cH:18]1.[H-:22].[Na+:21].[O:23]=[CH:24][N:25]([CH3:26])[CH3:27]>>[Br:1][c:2]1[cH:3][c:4]([CH2:10][O:19][c:16]2[c:15]([I:20])[cH:14][c:13]([Cl:12])[cH:18][cH:17]2)[c:5]([C:6]#[N:7])[cH:8][cH:9]1. Reactants: CCOC(=O)CCBr, [H-], O=[N+]([O-])c1cc[nH]n1, [Na+], CN(C)C=O, O. Product: CCOC(=O)CCn1ccc([N+](=O)[O-])n1. As a reaction SMILES: [Br:11][CH2:12][CH2:13][C:14](=[O:15])[O:16][CH2:17][CH3:18].[H-:9].[N+:1](=[O:2])([O-:3])[c:4]1[n:5][nH:6][cH:7][cH:8]1.[Na+:10].[O:20]=[CH:21][N:22]([CH3:23])[CH3:24].[OH2:19]>>[N+:1](=[O:2])([O-:3])[c:4]1[n:5][n:6]([CH2:12][CH2:13][C:14](=[O:15])[O:16][CH2:17][CH3:18])[cH:7][cH:8]1. Starting materials: COCC1(OC1)COC (2,2-Bis(methoxymethyl)oxirane), [S-]C#N.[K+] (potassium thiocyanate), [S-]C#N.[K+] (potassium thiocyanate). The solvent is O (water), O (water). Run at time 6 hour. Product: COCC1(SC1)COC (2,2-Bis(methoxymethyl)thiirane). The yield is 89.2%. As a reaction SMILES: [CH3:1][O:2][CH2:3][C:4]1([CH2:7][O:8][CH3:9])[CH2:6]O1.[S-:10]C#N.[K+]>O>[CH3:1][O:2][CH2:3][C:4]1([CH2:7][O:8][CH3:9])[CH2:6][S:10]1 |f:1.2|. Procedure: 2,2-Bis(methoxymethyl)oxirane (13 g) was stirred with a solution of potassium thiocyanate (9.7 g) in water (40 cm3) for 18 h at room temperature. The aqueous layer was then replaced with a fresh solution of potassium thiocyanate (9.7 g) in water (40 cm3) and the mixture stirred for a further 6 h. The bulk of the thiirane was then separated from the aqueous layer which was then extracted with diethyl ether. These extracts were combined with the bulk of the thiirane, the solution dried and the sol... Reactants: FC1=CC=C(C=C1)C1=NOC(=C1/C=C/C=1C=C(N(N1)C)C(=O)O)C (5-{(E)-2-[3-(4-fluoro-phenyl)-5-methyl-isoxazol-4-yl]-vinyl}-2-methyl-2H-pyrazole-3-carboxylic acid), FC(CN)(F)F (2,2,2-trifluoroethylamine). Product: FC(CNC(=O)C=1N(N=C(C1)\C=C\C=1C(=NOC1C)C1=CC=C(C=C1)F)C)(F)F (5-{(E)-2-[3-(4-Fluoro-phenyl)-5-methyl-isoxazol-4-yl]vinyl}-2-methyl-2H-pyrazole-3-carboxylic acid (2,2,2-trifluoro-ethyl)-amide). Yield: 64.0%. Reaction SMILES: [F:1][C:2]1[CH:7]=[CH:6][C:5]([C:8]2[C:12](/[CH:13]=[CH:14]/[C:15]3[CH:16]=[C:17]([C:21](O)=[O:22])[N:18]([CH3:20])[N:19]=3)=[C:11]([CH3:24])[O:10][N:9]=2)=[CH:4][CH:3]=1.[F:25][C:26]([F:30])([F:29])[CH2:27][NH2:28]>>[F:25][C:26]([F:30])([F:29])[CH2:27][NH:28][C:21]([C:17]1[N:18]([CH3:20])[N:19]=[C:15](/[CH:14]=[CH:13]/[C:12]2[C:8]([C:5]3[CH:4]=[CH:3][C:2]([F:1])=[CH:7][CH:6]=3)=[N:9][O:10][C:11]=2[CH3:24])[CH:16]=1)=[O:22]. Procedure details: As described for example 122, 5-{(E)-2-[3-(4-fluoro-phenyl)-5-methyl-isoxazol-4-yl]-vinyl}-2-methyl-2H-pyrazole-3-carboxylic acid was converted, using 2,2,2-trifluoroethylamine instead of isopropylamine, to the title compound (30 mg, 64%) which was obtained as a white solid. MS: m/e=409.0 [M+H]+. Reactants: [BH4-], CC(=O)O, NCc1ccco1, CCO, Cn1nc(C(O)c2ccccc2)nc1NCCCOc1cccc(C=O)c1, [Na+], O. Yields the product Cn1nc(C(O)c2ccccc2)nc1NCCCOc1cccc(CNCc2ccco2)c1. RXN SMILES: [BH4-:39].[C:1]([OH:2])(=[O:3])[CH3:4].[CH2:32]([c:33]1[cH:34][cH:35][cH:36][o:37]1)[NH2:38].[CH3:42][CH2:43][OH:44].[CH:5](=[O:6])[c:7]1[cH:8][c:9]([O:10][CH2:11][CH2:12][CH2:13][NH:14][c:15]2[n:16][c:17]([CH:21]([OH:22])[c:23]3[cH:24][cH:25][cH:26][cH:27][cH:28]3)[n:18][n:19]2[CH3:20])[cH:29][cH:30][cH:31]1.[Na+:40].[OH2:41]>>[CH2:5]([c:7]1[cH:8][c:9]([O:10][CH2:11][CH2:12][CH2:13][NH:14][c:15]2[n:16][c:17]([CH:21]([OH:22])[c:23]3[cH:24][cH:25][cH:26][cH:27][cH:28]3)[n:18][n:19]2[CH3:20])[cH:29][cH:30][cH:31]1)[NH:38][CH2:32][c:33]1[cH:34][cH:35][cH:36][o:37]1. Reactants: ClC1=C2N=C(NC2=CC=2C(N(C(C12)=O)C1CCN(CC1)C)=O)C=1C(NC=CC1NC(CC=1SC=CC1)C)=O (4-Chloro-6-(1-methyl-piperidin-4-yl)-2-[4-(1-methyl-2-thiophen-2-yl-ethylamino)-2-oxo-1,2-dihydro-pyridin-3-yl]-1H-1,3,6-triaza-s-indacene-5,7-dione). Reagents/catalysts: [Zn] (zinc). Run in CC(=O)O (HOAc), CO (MeOH). Reaction conditions: temperature 90 celsius. The product is ClC=1C=2CN(C(C2C=C2NC(=NC12)C=1C(NC=CC1NC(CC=1SC=CC1)C)=O)=O)C1CCN(CC1)C (8-Chloro-6-(1-methyl-piperidin-4-yl)-2-[4-(1-methyl-2-thiophen-2-yl-ethylamino)-2-oxo-1,2-dihydro-pyridin-3-yl]-6,7-dihydro-3H-1,3,6-triaza-s-indacen-5-one). Reaction SMILES: [Cl:1][C:2]1[C:13]2[C:12](=O)[N:11]([CH:15]3[CH2:20][CH2:19][N:18]([CH3:21])[CH2:17][CH2:16]3)[C:10](=[O:22])[C:9]=2[CH:8]=[C:7]2[C:3]=1[N:4]=[C:5]([C:23]1[C:24](=[O:38])[NH:25][CH:26]=[CH:27][C:28]=1[NH:29][CH:30]([CH3:37])[CH2:31][C:32]1[S:33][CH:34]=[CH:35][CH:36]=1)[NH:6]2>CC(O)=O.CO.[Zn]>[Cl:1][C:2]1[C:13]2[CH2:12][N:11]([CH:15]3[CH2:20][CH2:19][N:18]([CH3:21])[CH2:17][CH2:16]3)[C:10](=[O:22])[C:9]=2[CH:8]=[C:7]2[C:3]=1[N:4]=[C:5]([C:23]1[C:24](=[O:38])[NH:25][CH:26]=[CH:27][C:28]=1[NH:29][CH:30]([CH3:37])[CH2:31][C:32]1[S:33][CH:34]=[CH:35][CH:36]=1)[NH:6]2. Procedure: 4-Chloro-6-(1-methyl-piperidin-4-yl)-2-[4-(1-methyl-2-thiophen-2-yl-ethylamino)-2-oxo-1,2-dihydro-pyridin-3-yl]-1H-1,3,6-triaza-s-indacene-5,7-dione (49 mg, 0.089 mmol) was mixed with zinc dust (196 mg, 1.0 mmol) in HOAc (10 mL). After it was heated at 90° C. for 40 min, the reaction mixture was cooled to 50° C. and diluted with a mixed solvent of MeOH:DCM (45 mL/5 mL) and filtered. The filtrate was evaporated at 95° C. (the bath temperature) under reduced pressure to dryness. The residue was di... Starting materials: FC1=C(C=C(C=C1)[N+](=O)[O-])OC (1-Fluoro-2-methoxy-4-nitro-benzene), COC=1C=C(C=CC1N1CCOCC1)N (3-Methoxy-4-morpholin-4-yl-phenylamine), ClC1=NC=C(C(=N1)NC1=CC(=C(C=C1)N1CCOCC1)OC)Cl ((2,5-Dichloro-pyrimidin-4-yl)-(3-methoxy-4-morpholin-4-yl-phenyl)-amine), N1CCOCC1 (Morpholine), COC1=C(C=CC(=C1)[N+](=O)[O-])N1CCOCC1 (4-(2-Methoxy-4-nitro-phenyl)-morpholine). Product: ClC=1C(=NC(=NC1)NC1=CC2=C(CCN(CC2)CC(=O)N(C)C)C=C1OC)NC1=CC(=C(C=C1)N1CCOCC1)OC (2-{7-[5-Chloro-4-(3-methoxy-4-morpholin-4-yl-phenylamino)-pyrimidin-2-ylamino]-8-methoxy-1,2,4,5-tetrahydro-benzo[d]azepin-3-yl}-N,N-dimethyl-acetamide). Reaction SMILES: FC1C=CC([N+]([O-])=O)=CC=1OC.[NH:13]1[CH2:18]COC[CH2:14]1.[CH3:19][O:20][C:21]1[CH:26]=[C:25]([N+]([O-])=O)[CH:24]=[CH:23][C:22]=1[N:30]1CCOCC1.COC1C=C(N)C=[CH:42][C:43]=1[N:44]1[CH2:49][CH2:48][O:47][CH2:46][CH2:45]1.Cl[C:52]1[N:57]=[C:56]([NH:58][C:59]2[CH:64]=[CH:63][C:62]([N:65]3[CH2:70][CH2:69][O:68][CH2:67][CH2:66]3)=[C:61]([O:71][CH3:72])[CH:60]=2)[C:55]([Cl:73])=[CH:54][N:53]=1>>[Cl:73][C:55]1[C:56]([NH:58][C:59]2[CH:64]=[CH:63][C:62]([N:65]3[CH2:70][CH2:69][O:68][CH2:67][CH2:66]3)=[C:61]([O:71][CH3:72])[CH:60]=2)=[N:57][C:52]([NH:30][C:22]2[C:21]([O:20][CH3:19])=[CH:26][C:25]3[CH2:48][CH2:49][N:44]([CH2:45][C:46]([N:13]([CH3:18])[CH3:14])=[O:47])[CH2:43][CH2:42][C:24]=3[CH:23]=2)=[N:53][CH:54]=1. Procedure details: 1-Fluoro-2-methoxy-4-nitro-benzene using Morpholine was converted in an analogous manner to Example 171b, to 4-(2-Methoxy-4-nitro-phenyl)-morpholine, which was converted in an analogous manner to Example 31f, to 3-Methoxy-4-morpholin-4-yl-phenylamine, which was converted, in an analogous procedure to Example 1d, to (2,5-Dichloro-pyrimidin-4-yl)-(3-methoxy-4-morpholin-4-yl-phenyl)-amine, which was converted to the title compound in an analogous manner to Example 61e using 2-(7-Amino-8-methoxy-1,2... The reactants are C(C)(C)(C)OC(=O)N1CCC(CC1)C(=O)O (N-(tert-butoxycarbonyl)piperidine-4-carboxylic acid), N1CCOCC1 (morpholine), C(C)N=C=NCCCN(C)C (1-ethyl-3-(3-dimethylaminopropyl)-carbodiimide), ON1N=NC2=C1C=CC=C2 (1-hydroxybenzotriazole), Cl (hydrochloric acid). Solvent: CN(C=O)C (N,N-dimethylformamide). Product: Cl.O1CCN(CC1)C(=O)C1CCNCC1 (4-(morpholinocarbonyl)piperidine.hydrochloride). As a reaction SMILES: C(OC([N:8]1[CH2:13][CH2:12][CH:11]([C:14]([OH:16])=O)[CH2:10][CH2:9]1)=O)(C)(C)C.[NH:17]1[CH2:22][CH2:21][O:20][CH2:19][CH2:18]1.C(N=C=NCCCN(C)C)C.ON1C2C=CC=CC=2N=N1.[ClH:44]>CN(C)C=O>[ClH:44].[O:20]1[CH2:21][CH2:22][N:17]([C:14]([CH:11]2[CH2:10][CH2:9][NH:8][CH2:13][CH2:12]2)=[O:16])[CH2:18][CH2:19]1 |f:6.7|. Procedure details: A mixture comprising N-(tert-butoxycarbonyl)piperidine-4-carboxylic acid (700 mg), morpholine (319 μL), 1-ethyl-3-(3-dimethylaminopropyl)-carbodiimide (702 mg), 1-hydroxybenzotriazole (495 mg) and N,N-dimethylformamide (9 ml) was stirred at room temperature for 16 hours to undergo reaction, and the resulting compound was acid-treated with hydrochloric acid to obtain 4-(morpholinocarbonyl)piperidine.hydrochloride. Starting materials: CC#CCOc1ccc(S(=O)(=O)NC2CCCCC2(C(=O)O)C(C)(C)C)cc1, CCOC(C)=O, [H-], CI, [Na+], CN(C)C=O, O. The product is CC#CCOc1ccc(S(=O)(=O)N(C)C2CCCCC2(C(=O)O)C(C)(C)C)cc1. RXN SMILES: [C:1]([CH3:2])([CH3:3])([CH3:4])[C:5]1([C:26](=[O:27])[OH:28])[CH:6]([NH:11][S:12](=[O:13])(=[O:14])[c:15]2[cH:16][cH:17][c:18]([O:21][CH2:22][C:23]#[C:24][CH3:25])[cH:19][cH:20]2)[CH2:7][CH2:8][CH2:9][CH2:10]1.[CH3:39][CH2:40][O:41][C:42](=[O:43])[CH3:44].[H-:29].[I:31][CH3:32].[Na+:30].[O:34]=[CH:35][N:36]([CH3:37])[CH3:38].[OH2:33]>>[C:1]([CH3:2])([CH3:3])([CH3:4])[C:5]1([C:26](=[O:27])[OH:28])[CH:6]([N:11]([S:12](=[O:13])(=[O:14])[c:15]2[cH:16][cH:17][c:18]([O:21][CH2:22][C:23]#[C:24][CH3:25])[cH:19][cH:20]2)[CH3:32])[CH2:7][CH2:8][CH2:9][CH2:10]1.